From a dataset of the Open Reaction Database (ORD), a public repository of structured organic reaction records. describe an organic reaction: reactants, conditions, products, and yield Starting materials: BrC1=CC(S(=O)(N)=O)=CC(C(OC)=O)=C1, OB(O)C1=CC=C(C(F)(F)F)C=C1. Reagents/catalysts: [F-].[Cs+], CC(=O)[O-].CC(=O)[O-].[Cu+2]. Solvent: ClCCCl, ClCCCl. Reaction conditions: temperature 60 celsius, time 18 hour. The product is BrC1=CC(S(=O)(NC2=CC=C(C=C2)C(F)(F)F)=O)=CC(C(OC)=O)=C1, BrC1=CC(S(=O)(N(C2=CC=C(C(F)(F)F)C=C2)C3=CC=C(C=C3)C(F)(F)F)=O)=CC(C(OC)=O)=C1. Isolated yield 1.2%. Reported procedure: Reactions were run in 8 x 30 mm glass vial inserts in 96 well-plate Para-dox Aluminum Reaction Blocks. The reaction components were dosed according to the design shown in Figure S2 and Figure S3. First, the catalysts (2 umol per vial) and solid bases (20 umol per vial) were added by dosing 50 uL each of a stock solution in 1,2-dichloroethane (40 mM for catalysts, 0.4 M for bases) via single-channel pipette. The 1,2-dichloroethane was then removed via centrifugal evaporation using a Genevac EZ-2 ... The reactants are ClC1=C(C=C(C=C1)OCC1=CC=CC=C1)CN1N=C(C=C1)NC(C1=C(C=CC=C1F)F)=O (N-[1-({2-chloro-5-[(phenylmethyl)oxy]phenyl}methyl)-1H-pyrazol-3-yl]-2,6-difluorobenzamide). The reagents and catalysts are [Pd] (palladium on carbon), [Pd] (palladium on carbon). Run in C(C)(=O)OCC (ethyl acetate). Conditions: time 2 hour. Product: ClC1=C(C=C(C=C1)O)CN1N=C(C=C1)NC(C1=C(C=CC=C1F)F)=O (N-{1-[(2-Chloro-5-hydroxyphenyl)methyl]-1H-pyrazol-3-yl}-2,6-difluorobenzamide). Reaction SMILES: [Cl:1][C:2]1[CH:7]=[CH:6][C:5]([O:8]CC2C=CC=CC=2)=[CH:4][C:3]=1[CH2:16][N:17]1[CH:21]=[CH:20][C:19]([NH:22][C:23](=[O:32])[C:24]2[C:29]([F:30])=[CH:28][CH:27]=[CH:26][C:25]=2[F:31])=[N:18]1>C(OCC)(=O)C.[Pd]>[Cl:1][C:2]1[CH:7]=[CH:6][C:5]([OH:8])=[CH:4][C:3]=1[CH2:16][N:17]1[CH:21]=[CH:20][C:19]([NH:22][C:23](=[O:32])[C:24]2[C:25]([F:31])=[CH:26][CH:27]=[CH:28][C:29]=2[F:30])=[N:18]1. Procedure: A solution of N-[1-({2-chloro-5-[(phenylmethyl)oxy]phenyl}methyl)-1H-pyrazol-3-yl]-2,6-difluorobenzamide (for a preparation see Example 5)(2.44 g, 5.38 mmol) in ethyl acetate (50 ml) was added to 10% palladium on carbon (wet) (0.585 g, 0.275 mmol) under vacuum. The mixture was hydrogenated at ambient temperature for 2 h. A further amount of 10% palladium on carbon wet (0.79 g) was added and the reaction was stirred for a further 2 h. The reaction mixture was filtered using a 10 g celite cartridg... The reactants are CN(C)C=O, ClCC1CO1, [H-], [Na+], Oc1cccc2ncccc12. Yields the product c1cc(OCC2CO2)c2cccnc2c1. As a reaction SMILES: [CH3:19][N:20]([CH3:21])[CH:22]=[O:23].[Cl:14][CH2:15][CH:16]1[CH2:17][O:18]1.[H-:12].[Na+:13].[OH:1][c:2]1[c:3]2[cH:4][cH:5][cH:6][n:7][c:8]2[cH:9][cH:10][cH:11]1>>[O:1]([c:2]1[c:3]2[cH:4][cH:5][cH:6][n:7][c:8]2[cH:9][cH:10][cH:11]1)[CH2:15][CH:16]1[CH2:17][O:18]1. Reactants: C(C)(C)(C)OC(NC1CCOC2=CC(=CC=C12)C#N)=O ((7-cyano-chroman-4-yl)-carbamic acid tert-butyl ester), [H-].[Na+] (NaH), IC (Iodomethane). Run in CN(C)C=O (DMF). Reaction conditions: time 3 hour. The product is C(C)(C)(C)OC(N(C)C1CCOC2=CC(=CC=C12)C#N)=O ((7-cyano-chroman-4-yl)-methyl-carbamic acid tert-butyl ester). As a reaction SMILES: [C:1]([O:5][C:6](=[O:20])[NH:7][CH:8]1[C:17]2[C:12](=[CH:13][C:14]([C:18]#[N:19])=[CH:15][CH:16]=2)[O:11][CH2:10][CH2:9]1)([CH3:4])([CH3:3])[CH3:2].[H-].[Na+].I[CH3:24]>CN(C=O)C>[C:1]([O:5][C:6](=[O:20])[N:7]([CH:8]1[C:17]2[C:12](=[CH:13][C:14]([C:18]#[N:19])=[CH:15][CH:16]=2)[O:11][CH2:10][CH2:9]1)[CH3:24])([CH3:4])([CH3:2])[CH3:3] |f:1.2|. Procedure: A mixture of (7-cyano-chroman-4-yl)-carbamic acid tert-butyl ester (769 mg, 2.81 mmol, 1.0 eq), NaH (Aldrich, 449 mg (60% by weight), 11.2 mmol, 4.0 eq) in DMF (15 mL) was stirred at RT for 3 h. Iodomethane (Aldrich, 1.99 g, 14.1 mmol, 5.0 eq) was added slowly. The resulting mixture was stirred at RT for 21 h. The reaction was quenched with saturated NH4Cl (40 mL) DMF was removed with a rotary evaporator at 70° C. The crude was diluted with H2O (100 mL), extracted with EtOAc (80 mL×4). The extra... Reactants: C(C)OC(=O)COCC1=NN=C(N1CC1=CC=C(C=C1)OC)S (3-(ethoxycarbonylmethoxymethyl)-4-(p-methoxybenzyl)-1,2,4-triazole-5-thiol), C(C)OC(=O)COCC(=O)NN (ethoxycarbonylmethoxyacetohydrazide), [OH-].[Na+] (sodium hydroxide). Product: C(=O)(O)CC1=NNC(=N1)S (3-(Carboxymethyl)-1,2,4-triazole-5-thiol). Reaction SMILES: C(OC(CO[CH2:8][C:9]1[N:13](CC2C=CC(OC)=CC=2)[C:12]([SH:23])=[N:11][N:10]=1)=O)C.C([O:26][C:27](COCC(NN)=O)=[O:28])C.[OH-].[Na+]>>[C:27]([CH2:8][C:9]1[N:13]=[C:12]([SH:23])[NH:11][N:10]=1)([OH:28])=[O:26] |f:2.3|. Procedure: By employing a procedure similar to that described in Example XVI, Part A, 3-(ethoxycarbonylmethoxymethyl)-4-(p-methoxybenzyl)-1,2,4-triazole-5-thiol was prepared from ethoxycarbonylmethoxyacetohydrazide. The ethoxycarbonyl group was then hydrolyzed to the free acid using aqueous 2 N sodium hydroxide, and the p-methoxybenzyl blocking group was thereafter removed by using trifluoroacetic acid in a manner similar to that earlier described in Example XVI, Part B to finally give pure 3-(carboxymetho... Starting materials: NCCNC1=C2N=CN(C2=NC(=N1)Cl)C1CCCC1 (N-(2-aminoethyl)-2-chloro-9-cyclopentyl-9H-purin-6-amine), [BH3-]C#N.[Na+] (NaBH3CN), CO (methanol), COC1=CC(=CC2=C1OCO2)C=O (7-methoxy-1,3-benzodioxole-5-carboxaldehyde). Run in CCOC(=O)C (AcOEt), C(C)(=O)O (acetic acid), O1CCCC1 (tetrahydrofuran). Run at time 4 hour. Yields the product ClC1=NC(=C2N=CN(C2=N1)C1CCCC1)NCCNCC1=CC2=C(OCO2)C(=C1)OC (2-chloro-9-cyclopentyl-N-[2-[[(7-methoxy-1,3-benzodioxol-5-yl)-methyl]-amino]-ethyl]-9H-purin-6-amine). Yield: 70.1%. Reaction SMILES: [NH2:1][CH2:2][CH2:3][NH:4][C:5]1[N:13]=[C:12]([Cl:14])[N:11]=[C:10]2[C:6]=1[N:7]=[CH:8][N:9]2[CH:15]1[CH2:19][CH2:18][CH2:17][CH2:16]1.CO.[CH3:22][O:23][C:24]1[C:29]2[O:30][CH2:31][O:32][C:28]=2[CH:27]=[C:26]([CH:33]=O)[CH:25]=1.[BH3-]C#N.[Na+]>CCOC(C)=O.O1CCCC1.C(O)(=O)C>[Cl:14][C:12]1[N:11]=[C:10]2[C:6]([N:7]=[CH:8][N:9]2[CH:15]2[CH2:19][CH2:18][CH2:17][CH2:16]2)=[C:5]([NH:4][CH2:3][CH2:2][NH:1][CH2:33][C:26]2[CH:25]=[C:24]([O:23][CH3:22])[C:29]3[O:30][CH2:31][O:32][C:28]=3[CH:27]=2)[N:13]=1 |f:3.4|. Procedure details: The operation is carried out as in Stage 2 of Example 7 starting from 280 mg of the product obtained in Stage 1 of Example 7, 4 ml of methanol, 250 mg of 7-methoxy-1,3-benzodioxole-5-carboxaldehyde in place of the benzaldehyde, 0.2 ml of acetic acid and 0.4 ml of tetrahydrofuran and the reaction medium is left for 4 hours at ambient temperature. Then 100 mg of NaBH3CN is added and agitation is carried out at ambient temperature for approximately 3 hours. 10 ml AcOEt is added, followed by washing... Starting materials: ON(C(NN)=O)CC1=CC=C(C=C1)OCC=1N=C(SC1)C1=CC=CC=C1 (4-hydroxy-4-[4-(2-phenyl-thiazol-4-ylmethoxy)-benzyl]-semicarbazide), Cl (HCl), C(C)OCC (ethyl ether), C(C)OCC (ethyl ether). Run in C1CCOC1 (THF). Reaction conditions: time 10 minute. The product is Cl.ON(C(NN)=O)CC1=CC=C(C=C1)OCC=1N=C(SC1)C1=CC=CC=C1 (4-Hydroxy-4-[4-(2-phenyl-thiazol-4-ylmethoxy)-benzyl]-semicarbazide hydrochloride). Yield: 88.0%. Reaction SMILES: [OH:1][N:2]([CH2:7][C:8]1[CH:13]=[CH:12][C:11]([O:14][CH2:15][C:16]2[N:17]=[C:18]([C:21]3[CH:26]=[CH:25][CH:24]=[CH:23][CH:22]=3)[S:19][CH:20]=2)=[CH:10][CH:9]=1)[C:3](=[O:6])[NH:4][NH2:5].[ClH:27].C(OCC)C>C1COCC1>[ClH:27].[OH:1][N:2]([CH2:7][C:8]1[CH:9]=[CH:10][C:11]([O:14][CH2:15][C:16]2[N:17]=[C:18]([C:21]3[CH:26]=[CH:25][CH:24]=[CH:23][CH:22]=3)[S:19][CH:20]=2)=[CH:12][CH:13]=1)[C:3](=[O:6])[NH:4][NH2:5] |f:4.5|. Procedure: In to a solution of 4-hydroxy-4-[4-(2-phenyl-thiazol-4-ylmethoxy)-benzyl]-semicarbazide (1.0 g, 2.7 mmol) in THF (10 mL) was added 1N HCl in ethyl ether (1.0M, 2.7 mL, 27 mmol). After stirring for 10 minutes, additional ethyl ether (10 mL) was added and the precipitated solid was filtered and dried to give a white solid, in 88% yield, m.p. 159°-160° C.